From a dataset of the Open Reaction Database (ORD), a public repository of structured organic reaction records. describe an organic reaction: reactants, conditions, products, and yield The reactants are C=CC(=O)Cl, O=C([O-])O, C1CCOC1, COCCOc1cc2ncnc(Nc3ccc(OCc4cccc(F)c4)c(Cl)c3)c2cc1NC(=O)C(C)N, [Na+], O. The product is C=CC(=O)NC(C)C(=O)Nc1cc2c(Nc3ccc(OCc4cccc(F)c4)c(Cl)c3)ncnc2cc1OCCOC. Reaction SMILES: [C:39]([CH:40]=[CH2:41])(=[O:42])[Cl:43].[C:44](=[O:45])([OH:46])[O-:47].[CH2:49]1[O:50][CH2:51][CH2:52][CH2:53]1.[NH2:1][CH:2]([C:3](=[O:4])[NH:5][c:6]1[cH:7][c:8]2[c:9]([NH:21][c:22]3[cH:23][c:24]([Cl:37])[c:25]([O:28][CH2:29][c:30]4[cH:31][c:32]([F:36])[cH:33][cH:34][cH:35]4)[cH:26][cH:27]3)[n:10][cH:11][n:12][c:13]2[cH:14][c:15]1[O:16][CH2:17][CH2:18][O:19][CH3:20])[CH3:38].[Na+:48].[OH2:54]>>[NH:1]([CH:2]([C:3](=[O:4])[NH:5][c:6]1[cH:7][c:8]2[c:9]([NH:21][c:22]3[cH:23][c:24]([Cl:37])[c:25]([O:28][CH2:29][c:30]4[cH:31][c:32]([F:36])[cH:33][cH:34][cH:35]4)[cH:26][cH:27]3)[n:10][cH:11][n:12][c:13]2[cH:14][c:15]1[O:16][CH2:17][CH2:18][O:19][CH3:20])[CH3:38])[C:39]([CH:40]=[CH2:41])=[O:42]. Starting materials: O=S1(N(CCC1)C1=CC=C(C=C1)C12CC3(CC(CC3C1)C2)N)=O (1-[4-(1,1-dioxidoisothiazolidin-2-yl)phenyl]tricyclo[3.3.1.03,7]nonan-3-amine), C(=O)([O-])[O-].[K+].[K+] (K2CO3), ClCC(=O)N1[C@@H](CCC1)C#N ((2S)-1-(chloroacetyl)pyrrolidine-2-carbonitrile). Run in CCOC(=O)C (EtOAc), CS(=O)C (DMSO). Conditions: time 3 hour. Yields the product O=S1(N(CCC1)C1=CC=C(C=C1)C12CC3CC(CC3(C1)NCC(=O)N1[C@@H](CCC1)C#N)C2)=O ((2S)-1-{N-[2-[4-(1,1-dioxidoisothiazolidin-2-yl)phenyl]hexahydro-2,5-methanopentalen-3a(1H)-yl]glycyl}pyrrolidine-2-carbonitrile). Isolated yield 49.8%. Reaction SMILES: [O:1]=[S:2]1(=[O:23])[CH2:6][CH2:5][CH2:4][N:3]1[C:7]1[CH:12]=[CH:11][C:10]([C:13]23[CH2:21][CH:17]4[CH2:18][CH:19]([CH2:20]2)[C:15]([NH2:22])([CH2:16]4)[CH2:14]3)=[CH:9][CH:8]=1.C([O-])([O-])=O.[K+].[K+].Cl[CH2:31][C:32]([N:34]1[CH2:38][CH2:37][CH2:36][C@H:35]1[C:39]#[N:40])=[O:33]>CS(C)=O.CCOC(C)=O>[O:1]=[S:2]1(=[O:23])[CH2:6][CH2:5][CH2:4][N:3]1[C:7]1[CH:8]=[CH:9][C:10]([C:13]23[CH2:21][CH:17]4[CH2:16][C:15]([NH:22][CH2:31][C:32]([N:34]5[CH2:38][CH2:37][CH2:36][C@H:35]5[C:39]#[N:40])=[O:33])([CH2:14]2)[CH:19]([CH2:18]4)[CH2:20]3)=[CH:11][CH:12]=1 |f:1.2.3|. Reported procedure: To a stirred mixture of 1-[4-(1,1-dioxidoisothiazolidin-2-yl)phenyl]tricyclo[3.3.1.03,7]nonan-3-amine (0.4 g, 1.2 mmol) and K2CO3 (0.48 g, 3.6 mmol) in DMSO (4.8 mL) at ice bath temperature was added (2S)-1-(chloroacetyl)pyrrolidine-2-carbonitrile (0.25 g, 1.44 mmol). The reaction mixture was gradually warmed to room temperature and stirred for 3 h. Upon completion of the reaction (checked by TLC), the reaction mixture was diluted with EtOAc and washed with water and brine, dried over Na2SO4, an... Reactants: C(CCCCCCCCCCC)(=O)O (lauric acid), O=C[C@H](O)[C@@H](O)[C@H](O)[C@H](O)CO (Glucose), [OH-].[Na+] (NaOH). Run at time 55 hour. Product: CCCCCCCC[C@H]1CCC(=O)O1 ((S)-gamma-dodecalactone). RXN SMILES: [C:1]([OH:14])(=[O:13])[CH2:2][CH2:3][CH2:4][CH2:5][CH2:6][CH2:7][CH2:8][CH2:9][CH2:10][CH2:11][CH3:12].O=C[C@@H]([C@H]([C@@H]([C@@H](CO)O)O)O)O.[OH-].[Na+]>>[CH3:12][CH2:11][CH2:10][CH2:9][CH2:8][CH2:7][CH2:6][CH2:5][C@@H:4]1[O:14][C:1](=[O:13])[CH2:2][CH2:3]1 |f:2.3|. Reported procedure: Once the amount and the quality of mycelium have been attained, the substrate (lauric acid) is dispensed in mygliol. Glucose is continuously dispensed, in parallel, at the flow rate of 0.36 g/l/h for 55 h. The pH is regulated at 7 throughout the duration of the fermentation, with 5 N NaOH. The speed is increased to 900 rpm and aeration is carried out at the flow rate of 1 vvm, i.e. 12 m3/h. The conversion is pursued for 55 hours. A yield of 12 g/l of (S)-gamma-dodecalactone is obtained. By way o... Product: COC(CC(=O)C1=COC(=C1)OCCCCCCCC\C=C/CCCCCCCC)=O (2-[5-(cis-9-octadecen-1-yloxy)-3-furoyl]acetic acid methyl ester). Solvent: O (water). Procedure: To a cooled mixture of 40.0 g (0.106 mole) of 5-(cis-9-octadecen-1-yloxy)-3-furoic acid in methylene chloride is added 30 ml of thionyl chloride. The mixture is stirred for 5 hours. Then the solvent and excess thionyl chloride is removed under reduced pressure affording the crude 5-(cis-9-octadecen-1-yloxy)-3-furoyl chloride. A mixture of 11.6 g (0.100 moles) of methyl acetoacetate and 2.3 g of sodium in 1 liter of benzene is refluxed for 20 hours, then cooled, and the crude 5-(cis-9-octadecen-1... Reactants: [Cl-].[NH4+] (ammonium chloride), C(CCCCCCC\C=C/CCCCCCCC)OC1=CC(=CO1)C(=O)C(C(=O)OC)C(=O)C (2-[5-(cis-9-octadecen-1-yloxy)-3-furoyl]acetoacetic acid, methyl ester). Reaction SMILES: [Cl-].[NH4+].[CH2:3]([O:21][C:22]1[O:26][CH:25]=[C:24]([C:27]([CH:29](C(C)=O)[C:30]([O:32][CH3:33])=[O:31])=[O:28])[CH:23]=1)[CH2:4][CH2:5][CH2:6][CH2:7][CH2:8][CH2:9][CH2:10]/[CH:11]=[CH:12]\[CH2:13][CH2:14][CH2:15][CH2:16][CH2:17][CH2:18][CH2:19][CH3:20]>O>[CH3:33][O:32][C:30](=[O:31])[CH2:29][C:27]([C:24]1[CH:23]=[C:22]([O:21][CH2:3][CH2:4][CH2:5][CH2:6][CH2:7][CH2:8][CH2:9][CH2:10]/[CH:11]=[CH:12]\[CH2:13][CH2:14][CH2:15][CH2:16][CH2:17][CH2:18][CH2:19][CH3:20])[O:26][CH:25]=1)=[O:28] |f:0.1|. Reactants: BrC1=CC(=C(S1)C(=O)OC)NC(=O)NC1CCN(CC1)C(=O)OC(C)(C)C (tert-butyl 4-({[5-bromo-2-(methoxycarbonyl)thiophen-3-yl]carbamoyl}amino)piperidine-1-carboxylate), C[O-].[Na+] (sodium methoxide), C(CC(O)(C(=O)O)CC(=O)O)(=O)O (citric acid). Solvent: CO (MeOH), ice. Yields the product BrC1=CC=2NC(N(C(C2S1)=O)C1CCN(CC1)C(=O)OC(C)(C)C)=O (tert-butyl 4-(6-bromo-2,4-dioxo-1,4-dihydrothieno[3,2-d]pyrimidin-3(2H)-yl)piperidine-1-carboxylate). Reaction SMILES: [Br:1][C:2]1[S:6][C:5]([C:7]([O:9]C)=O)=[C:4]([NH:11][C:12]([NH:14][CH:15]2[CH2:20][CH2:19][N:18]([C:21]([O:23][C:24]([CH3:27])([CH3:26])[CH3:25])=[O:22])[CH2:17][CH2:16]2)=[O:13])[CH:3]=1.C[O-].[Na+].C(O)(=O)CC(CC(O)=O)(C(O)=O)O>CO>[Br:1][C:2]1[S:6][C:5]2[C:7](=[O:9])[N:14]([CH:15]3[CH2:20][CH2:19][N:18]([C:21]([O:23][C:24]([CH3:27])([CH3:26])[CH3:25])=[O:22])[CH2:17][CH2:16]3)[C:12](=[O:13])[NH:11][C:4]=2[CH:3]=1 |f:1.2|. Procedure: To a solution of tert-butyl 4-({[5-bromo-2-(methoxycarbonyl)thiophen-3-yl]carbamoyl}amino)piperidine-1-carboxylate (37.6 g; compound B54a) in dry MeOH (205 ml) under argon atmosphere is added sodium methoxide (6.16 g) at RT. The reaction mixture is refluxed for 3 h, allowed to cool to RT and then poured into a solution of citric acid (21.9 g) in ice cold water (961 ml). The precipitated solid is filtered off, washed with ice cold water and dried in vacuo. The residue is taken up in MeOH (205 ml)... Starting materials: COC1=C(C2=C(NC(N(C2=O)CCC2=CC=CC=C2)=O)S1)C (6-methoxy-5-methyl-3-(2-phenylethyl)thieno[2,3-d]pyrimidine-2,4(1H,3H)-dione), BrCC1=CC=C(C=C1)C1=C(C=CC=C1)C1=NOC(=N1)C(Cl)(Cl)Cl (3-[4′-(bromomethyl)biphenyl-2-yl]-5-(trichloromethyl)-1,2,4-oxadiazole), C([O-])([O-])=O.[K+].[K+] (potassium carbonate), CN(C=O)C (N,N-dimethylformamide). Run in C(C)(=O)OCC (ethyl acetate). Run at time 2 hour. Yields the product COC1=C(C2=C(N(C(N(C2=O)CCC2=CC=CC=C2)=O)CC2=CC=C(C=C2)C2=C(C=CC=C2)C2=NOC(N2)=O)S1)C (6-methoxy-5-methyl-1-{[2′-(5-oxo-4,5-dihydro-1,2,4-oxadiazol-3-yl)biphenyl-4-yl]methyl}-3-(2-phenylethyl)thieno[2,3-d]pyrimidine-2,4(1H,3H)-dione). Isolated yield 96.0%. RXN SMILES: [CH3:1][O:2][C:3]1[S:21][C:6]2[NH:7][C:8](=[O:20])[N:9]([CH2:12][CH2:13][C:14]3[CH:19]=[CH:18][CH:17]=[CH:16][CH:15]=3)[C:10](=[O:11])[C:5]=2[C:4]=1[CH3:22].Br[CH2:24][C:25]1[CH:30]=[CH:29][C:28]([C:31]2[CH:36]=[CH:35][CH:34]=[CH:33][C:32]=2[C:37]2[N:41]=[C:40](C(Cl)(Cl)Cl)[O:39][N:38]=2)=[CH:27][CH:26]=1.C(=O)([O-])[O-:47].[K+].[K+].CN(C)C=O>C(OCC)(=O)C>[CH3:1][O:2][C:3]1[S:21][C:6]2[N:7]([CH2:24][C:25]3[CH:30]=[CH:29][C:28]([C:31]4[CH:36]=[CH:35][CH:34]=[CH:33][C:32]=4[C:37]4[NH:41][C:40](=[O:47])[O:39][N:38]=4)=[CH:27][CH:26]=3)[C:8](=[O:20])[N:9]([CH2:12][CH2:13][C:14]3[CH:15]=[CH:16][CH:17]=[CH:18][CH:19]=3)[C:10](=[O:11])[C:5]=2[C:4]=1[CH3:22] |f:2.3.4|. Procedure details: A mixture of 6-methoxy-5-methyl-3-(2-phenylethyl)thieno[2,3-d]pyrimidine-2,4(1H,3H)-dione (0.50 g), 3-[4′-(bromomethyl)biphenyl-2-yl]-5-(trichloromethyl)-1,2,4-oxadiazole (0.78 g), potassium carbonate (0.46 g) and N,N-dimethylformamide (20 mL) was stirred at room temperature for 2 hr. The reaction mixture was diluted with ethyl acetate, washed successively with 5% aqueous potassium hydrogensulfate solution and saturated brine, and dried over anhydrous magnesium sulfate. The solvent was evaporate... Yield: 50.6%. Reaction SMILES: Br[C:2]1[C:3]([C:16]2[CH:21]=[CH:20][CH:19]=[CH:18][CH:17]=2)=[N:4][C:5]2[C:10]([N:11]=1)=[CH:9][C:8]([C:12]([O:14]C)=[O:13])=[CH:7][CH:6]=2.[CH2:22]([C:24]1[CH:29]=[CH:28][C:27](B(O)O)=[CH:26][CH:25]=1)[CH3:23]>>[CH2:22]([C:24]1[CH:29]=[CH:28][C:27]([C:2]2[C:3]([C:16]3[CH:21]=[CH:20][CH:19]=[CH:18][CH:17]=3)=[N:4][C:5]3[C:10]([N:11]=2)=[CH:9][C:8]([C:12]([OH:14])=[O:13])=[CH:7][CH:6]=3)=[CH:26][CH:25]=1)[CH3:23]. Yields the product C(C)C1=CC=C(C=C1)C=1C(=NC2=CC=C(C=C2N1)C(=O)O)C1=CC=CC=C1 (3-(4-ethylphenyl)-2-phenylquinoxaline-6-carboxylic acid). Reported procedure: The product was obtained via a Suzuki coupling reaction using the method previously shown in Example 20, Step 3, using methyl 3-bromo-2-phenylquinoxaline-6-carboxylate (100 mg, 0.29 mmol, 1.00 equiv) and 4-ethylphenylboronic acid (62.3 mg, 0.42 mmol, 1.50 equiv) as reactants. Purification via silica gel column (dichloromethane/methanol (5:1)) yielded 52 mg (49%) of 3-(4-ethylphenyl)-2-phenylquinoxaline-6-carboxylic acid as a white solid. The reactants are BrC=1C(=NC2=CC=C(C=C2N1)C(=O)OC)C1=CC=CC=C1 (methyl 3-bromo-2-phenylquinoxaline-6-carboxylate), C(C)C1=CC=C(C=C1)B(O)O (4-ethylphenylboronic acid). Starting materials: C1(=CC=CC=C1)P(C1=CC=CC=C1)C1=CC=CC=C1 (triphenylphosphine), CCOC(=O)/N=N/C(=O)OCC (diethylazodicarboxylate), C(C)OC([C@H](CC1=CC=C(C=C1)C#CCCCO)OC)=O ((2S)-3-[4-(5-hydroxy-pent-1-ynyl)-phenyl]-2-methoxy-propionic acid ethyl ester), O(C1=CC=CC=C1)C1=CC=C(C=C1)O (4-phenoxyphenol). Run in C1CCOC1 (THF), C1CCOC1 (THF). Conditions: time 20 minute. Product: CO[C@H](C(=O)O)CC1=CC=C(C=C1)C(CCCCOC1=CC=C(C=C1)OC1=CC=CC=C1)=O ((2S)-2-Methoxy-3-{4-[5-(4-phenoxy-phenoxy)-pentanoyl]-phenyl}-propionic acid). As a reaction SMILES: C1(P(C2C=CC=CC=2)C2C=CC=CC=2)C=CC=CC=1.CC[O:22]C(/N=N/C(OCC)=O)=O.C([O:34][C:35](=[O:52])[C@@H:36]([O:50][CH3:51])[CH2:37][C:38]1[CH:43]=[CH:42][C:41]([C:44]#[C:45][CH2:46][CH2:47][CH2:48][OH:49])=[CH:40][CH:39]=1)C.[O:53]([C:60]1[CH:65]=[CH:64][C:63](O)=[CH:62][CH:61]=1)[C:54]1[CH:59]=[CH:58][CH:57]=[CH:56][CH:55]=1>C1COCC1>[CH3:51][O:50][C@@H:36]([CH2:37][C:38]1[CH:39]=[CH:40][C:41]([C:44](=[O:22])[CH2:45][CH2:46][CH2:47][CH2:48][O:49][C:63]2[CH:62]=[CH:61][C:60]([O:53][C:54]3[CH:59]=[CH:58][CH:57]=[CH:56][CH:55]=3)=[CH:65][CH:64]=2)=[CH:42][CH:43]=1)[C:35]([OH:34])=[O:52]. Reported procedure: A solution of triphenylphosphine (0.915 mmol) in 5 mL of dry THF was treated at 0° C. with diethylazodicarboxylate (0.915 mmol) and stirred for 20 min. A solution of (2S)-3-[4-(5-hydroxy-pent-1-ynyl)-phenyl]-2-methoxy-propionic acid ethyl ester (Example 21, Step A) (0.61 mmol) and 4-phenoxyphenol (0.915 mmol) in 2 mL of dry THF was added, and the mixture was stirred at room temperature overnight. The mixture was concentrated under vacuum and purified by silica gel chromatography (silica gel, hex...